From a dataset of the Open Reaction Database (ORD), a public repository of structured organic reaction records. describe an organic reaction: reactants, conditions, products, and yield Reactants: BrCCCCCCCc1nc(-c2ccccc2)c(-c2ccccc2)o1, COC(=O)CC(=O)OC, CC(C)(C)[O-], CCOCC, Cl, [K+], C1CCOC1. The product is COC(=O)C(CCCCCCCc1nc(-c2ccccc2)c(-c2ccccc2)o1)C(=O)OC. As a reaction SMILES: [Br:1][CH2:2][CH2:3][CH2:4][CH2:5][CH2:6][CH2:7][CH2:8][c:9]1[o:10][c:11](-[c:20]2[cH:21][cH:22][cH:23][cH:24][cH:25]2)[c:12](-[c:14]2[cH:15][cH:16][cH:17][cH:18][cH:19]2)[n:13]1.[C:26]([CH2:27][C:28](=[O:29])[O:30][CH3:31])(=[O:32])[O:33][CH3:34].[CH3:35][C:36]([CH3:37])([O-:38])[CH3:39].[CH3:47][CH2:48][O:49][CH2:50][CH3:51].[ClH:46].[K+:40].[O:41]1[CH2:42][CH2:43][CH2:44][CH2:45]1>>[CH2:2]([CH2:3][CH2:4][CH2:5][CH2:6][CH2:7][CH2:8][c:9]1[o:10][c:11](-[c:20]2[cH:21][cH:22][cH:23][cH:24][cH:25]2)[c:12](-[c:14]2[cH:15][cH:16][cH:17][cH:18][cH:19]2)[n:13]1)[CH:27]([C:26](=[O:32])[O:33][CH3:34])[C:28](=[O:29])[O:30][CH3:31].